This data is from the Open Reaction Database (ORD), a public repository of structured organic reaction records. The task is: describe an organic reaction: reactants, conditions, products, and yield Reactants: Cl (HCl), hydroxy, [H-].[Na+] (sodium hydride), ClC(C(=O)Cl)(Cl)Cl (trichloroacetyl chloride), C1CCOC1 (THF), CI (MeI), IC1=CC=C(C=C1)N1C(C(=CCC1)N1CCOCC1)=O (1-(4-iodophenyl)-3-(4-morpholinyl)-5,6-dihydro-2(1H)-pyridinone), Cl.COC1=CC=C(C=C1)NN (p-methoxyphenylhyrazine HCl salt). Reagents/catalysts: CN(C)C=1C=CN=CC1 (DMAP). The solvent is CN(C)C=O (DMF), C(Cl)Cl (methylene chloride), C(C)N(CC)CC (triethylamine). Conditions: time 30 minute. Product: IC1=CC=C(C=C1)C1C2=C(C(NC1)=O)N(N=C2OC)C2=CC=C(C=C2)OC ((4-iodophenyl)-3-methoxy-1-(4-methoxyphenyl)-1,4,5,6-tetrahydro-7H-pyrazolo[3,4-c]pyridin-7-one). Yield: 91.0%. RXN SMILES: Cl[C:2](Cl)(Cl)[C:3](Cl)=O.I[C:9]1[CH:14]=[CH:13][C:12]([N:15]2CCC=C(N3CCOCC3)[C:16]2=[O:27])=C[CH:10]=1.Cl.[CH3:29][O:30][C:31]1[CH:36]=[CH:35][C:34]([NH:37][NH2:38])=[CH:33][CH:32]=1.Cl.[H-].[Na+].[CH3:42][I:43].[CH2:44]1[CH2:48][O:47][CH2:46][CH2:45]1>CN(C1C=CN=CC=1)C.C(Cl)Cl.CN(C=O)C.C(N(CC)CC)C>[I:43][C:42]1[CH:10]=[CH:9][C:14]([CH:13]2[CH2:12][NH:15][C:16](=[O:27])[C:45]3[N:37]([C:34]4[CH:35]=[CH:36][C:31]([O:30][CH3:29])=[CH:32][CH:33]=4)[N:38]=[C:48]([O:47][CH3:46])[C:44]2=3)=[CH:3][CH:2]=1 |f:2.3,5.6|. Procedure: Part A. To a solution of 1.91 g of DMAP in 10 mL of methylene chloride was added 1.45 mL of trichloroacetyl chloride at 0° C. After stirring at rt for 30 min, 1.0 g of 1-(4-iodophenyl)-3-(4-morpholinyl)-5,6-dihydro-2(1H)-pyridinone was added. The reaction mixture was refluxed overnight, then quenched with water, extracted with ether. The organic layers were dried over Na2SO4 and concentrated to dryness to provide the crude product that was used in the next step without further purification. Part... Reactants: ClCCl, CC(C)(C)OC(=O)CCC(=O)c1ccc(OCc2ccccc2F)cc1, O=C(O)C(F)(F)F. The product is O=C(O)CCC(=O)c1ccc(OCc2ccccc2F)cc1. As a reaction SMILES: [Cl:34][CH2:35][Cl:36].[F:1][c:2]1[c:3]([CH2:4][O:5][c:6]2[cH:7][cH:8][c:9]([C:12]([CH2:13][CH2:14][C:15](=[O:16])[O:17][C:18]([CH3:19])([CH3:20])[CH3:21])=[O:22])[cH:10][cH:11]2)[cH:23][cH:24][cH:25][cH:26]1.[OH:27][C:28]([C:29]([F:30])([F:31])[F:32])=[O:33]>>[F:1][c:2]1[c:3]([CH2:4][O:5][c:6]2[cH:7][cH:8][c:9]([C:12]([CH2:13][CH2:14][C:15](=[O:16])[OH:17])=[O:22])[cH:10][cH:11]2)[cH:23][cH:24][cH:25][cH:26]1. Reactants: C(C)(C)(C)C=1C=C(N(N1)C1=CC(=C(C=C1)O[Si](C(C)C)(C(C)C)C(C)C)Cl)NC(=O)N[C@H]1CC[C@H](C2=CC=CC=C12)OC=1C=CC=2N(C1)C(=NN2)[C@H]2N(CCC2)C (1-[5-tert-Butyl-2-(3-chloro-4-triisopropylsilanyloxy-phenyl)-2H-pyrazol-3-yl]-3-{(1S,4R)-4-[3-((S)-1-methyl-pyrrolidin-2-yl)-[1,2,4]triazolo[4,3-a]pyridin-6-yloxy]-1,2,3,4-tetrahydro-naphthalen-1-yl}-urea), CCCC[N+](CCCC)(CCCC)CCCC.[F-] (TBAF), O (Water). The solvent is C1CCOC1 (THF). The product is C(C)(C)(C)C=1C=C(N(N1)C1=CC(=C(C=C1)O)Cl)NC(=O)N[C@H]1CC[C@H](C2=CC=CC=C12)OC=1C=CC=2N(C1)C(=NN2)[C@H]2N(CCC2)C (1-[5-tert-Butyl-2-(3-chloro-4-hydroxy-phenyl)-2H-pyrazol-3-yl]-3-{(1S,4R)-4-[3-((S)-1-methyl-pyrrolidin-2-yl)-[1,2,4]triazolo[4,3-a]pyridin-6-yloxy]-1,2,3,4-tetrahydro-naphthalen-1-yl}-urea). The yield is 68.1%. As a reaction SMILES: [C:1]([C:5]1[CH:6]=[C:7]([NH:28][C:29]([NH:31][C@@H:32]2[C:41]3[C:36](=[CH:37][CH:38]=[CH:39][CH:40]=3)[C@H:35]([O:42][C:43]3[CH:44]=[CH:45][C:46]4[N:47]([C:49]([C@@H:52]5[CH2:56][CH2:55][CH2:54][N:53]5[CH3:57])=[N:50][N:51]=4)[CH:48]=3)[CH2:34][CH2:33]2)=[O:30])[N:8]([C:10]2[CH:15]=[CH:14][C:13]([O:16][Si](C(C)C)(C(C)C)C(C)C)=[C:12]([Cl:27])[CH:11]=2)[N:9]=1)([CH3:4])([CH3:3])[CH3:2].CCCC[N+](CCCC)(CCCC)CCCC.[F-].O>C1COCC1>[C:1]([C:5]1[CH:6]=[C:7]([NH:28][C:29]([NH:31][C@@H:32]2[C:41]3[C:36](=[CH:37][CH:38]=[CH:39][CH:40]=3)[C@H:35]([O:42][C:43]3[CH:44]=[CH:45][C:46]4[N:47]([C:49]([C@@H:52]5[CH2:56][CH2:55][CH2:54][N:53]5[CH3:57])=[N:50][N:51]=4)[CH:48]=3)[CH2:34][CH2:33]2)=[O:30])[N:8]([C:10]2[CH:15]=[CH:14][C:13]([OH:16])=[C:12]([Cl:27])[CH:11]=2)[N:9]=1)([CH3:4])([CH3:2])[CH3:3] |f:1.2|. Procedure details: A solution of Intermediate 50a (280 mg, 0.345 mmol) and TBAF (1M in THF, 0.41 mL, 0.41 mmol) in THF (3 mL) was stirred at RT for 0.5 h. Water was added and the mixture extracted with DCM (3×15 mL). The combined organics were concentrated in vacuo. The residue was purified by FCC, using 0-14% MeOH in DCM, to give the title compound (154 mg, 68%). LCMS (Method 5): Rt 3.52 min, m/z 655.2 [MH+]. 1H NMR (400 MHz, d6-DMSO): 1.26 (9H, s), 1.82-2.26 (11H, m), 2.31-2.39 (1H, m), 3.10-3.16 (1H, m), 3.99 (... Reactants: CC1(C)CC(=O)N(Cc2ccccc2)C(=O)C1, C1CCOC1, C[Si](C)(C)[N-][Si](C)(C)C, [Li+], CC(C)CCON=O. Yields the product CC1(C)CC(=O)N(Cc2ccccc2)C(=O)C1=NO. Reaction SMILES: [CH2:1]([c:2]1[cH:3][cH:4][cH:5][cH:6][cH:7]1)[N:8]1[C:9](=[O:17])[CH2:10][C:11]([CH3:15])([CH3:16])[CH2:12][C:13]1=[O:14].[CH2:36]1[O:37][CH2:38][CH2:39][CH2:40]1.[CH3:19][Si:20]([N-:21][Si:22]([CH3:23])([CH3:24])[CH3:25])([CH3:26])[CH3:27].[Li+:18].[N:28](=[O:29])[O:30][CH2:31][CH2:32][CH:33]([CH3:34])[CH3:35]>>[CH2:1]([c:2]1[cH:3][cH:4][cH:5][cH:6][cH:7]1)[N:8]1[C:9](=[O:17])[C:10](=[N:28][OH:29])[C:11]([CH3:15])([CH3:16])[CH2:12][C:13]1=[O:14]. Reactants: Cl.C(C1=CC=CC=C1)N1CCC(CC1)(C(=O)OCC)NN (ethyl 1-benzyl-4-hydrazinylpiperidine-4-carboxylate hydrochloride), COC(=C(C#N)C#N)C1=CC=C(C=C1)OC1=CC=CC=C1 (2-(methoxy(4-phenoxyphenyl)methylene)malononitrile), C(=O)([O-])[O-].[K+].[K+] (K2CO3). Run in CO (MeOH). The product is C(C1=CC=CC=C1)N1CCC2(CC1)C(NC=1N2N=C(C1C#N)C1=CC=C(C=C1)OC1=CC=CC=C1)=O (1′-Benzyl-2-oxo-6-(4-phenoxyphenyl)-1,2-dihydrospiro[imidazo[1,2-b]pyrazole-3,4′-piperidine]-7-carbonitrile). The yield is 58.9%. Reaction SMILES: Cl.[CH2:2]([N:9]1[CH2:14][CH2:13][C:12]([NH:20][NH2:21])([C:15]([O:17]CC)=O)[CH2:11][CH2:10]1)[C:3]1[CH:8]=[CH:7][CH:6]=[CH:5][CH:4]=1.CO[C:24]([C:30]1[CH:35]=[CH:34][C:33]([O:36][C:37]2[CH:42]=[CH:41][CH:40]=[CH:39][CH:38]=2)=[CH:32][CH:31]=1)=[C:25]([C:28]#[N:29])[C:26]#[N:27].C([O-])([O-])=O.[K+].[K+]>CO>[CH2:2]([N:9]1[CH2:10][CH2:11][C:12]2([N:20]3[N:21]=[C:24]([C:30]4[CH:35]=[CH:34][C:33]([O:36][C:37]5[CH:42]=[CH:41][CH:40]=[CH:39][CH:38]=5)=[CH:32][CH:31]=4)[C:25]([C:26]#[N:27])=[C:28]3[NH:29][C:15]2=[O:17])[CH2:13][CH2:14]1)[C:3]1[CH:4]=[CH:5][CH:6]=[CH:7][CH:8]=1 |f:0.1,3.4.5|. Procedure details: A mixture of ethyl 1-benzyl-4-hydrazinylpiperidine-4-carboxylate hydrochloride (350 mg, 1.0 mmol), 2-(methoxy(4-phenoxyphenyl)methylene)malononitrile (276 mg, 1.0 mmol) and K2CO3 (414 mg, 3.0 mmol) in MeOH (20 mL) was heated to reflux for 16 hr. The mixture was filtered and the filtrate was concentrated to give the crude product (280 mg, 58.9%) as a yellow solid. MS (ESI, m/e) [M+1]+ 475.9. The reactants are BrC=1N=C(C(=NC1)N(S(=O)(=O)C1=C(C(=CC=C1)Cl)Cl)COCCO[Si](C)(C)C)OC (N-(5-bromo-3-methoxy-2-pyrazinyl)-2,3-dichloro-N-({2-[(trimethylsilyl)oxy]ethoxy}methyl)benzenesulphonamide), Cl (HCl), CN1C(CCC1)=O (N-methylpyrrolidinone), N1(CCCC1)C(=O)[O-] (pyrrolidine-1-carboxylate), [H-].[Na+] (sodium hydride). The product is Cl.ClC1=C(C=CC=C1Cl)S(=O)(=O)NC1=NC=C(N=C1OC)OC[C@H]1NCCC1 (2,3-Dichloro-N-{3-methoxy-5-[(2S)-pyrrolidin-2-ylmethoxy]-2-pyrazinyl}benzenesulfonamide hydrochloride). Reaction SMILES: Br[C:2]1[N:3]=[C:4]([O:29][CH3:30])[C:5]([N:8](COCCO[Si](C)(C)C)[S:9]([C:12]2[CH:17]=[CH:16][CH:15]=[C:14]([Cl:18])[C:13]=2[Cl:19])(=[O:11])=[O:10])=[N:6][CH:7]=1.[N:31]1(C([O-])=O)[CH2:35][CH2:34][CH2:33][CH2:32]1.[H-].[Na+].Cl.CN1CCC[C:44]1=[O:48]>>[ClH:18].[Cl:19][C:13]1[C:14]([Cl:18])=[CH:15][CH:16]=[CH:17][C:12]=1[S:9]([NH:8][C:5]1[C:4]([O:29][CH3:30])=[N:3][C:2]([O:48][CH2:44][C@@H:35]2[CH2:34][CH2:33][CH2:32][NH:31]2)=[CH:7][N:6]=1)(=[O:10])=[O:11] |f:2.3,6.7|. Procedure: Procedure as for Example 115 using N-(5-bromo-3-methoxy-2-pyrazinyl)-2,3-dichloro-N-({2-[(trimethylsilyl)oxy]ethoxy}methyl)benzenesulphonamide (Example 55a) (0.5 g), tert-butyl (2S)-2-hydroxymethyl)pyrrolidine-1-carboxylate (0.603 g) and sodium hydride (0.12 g of a 60% dispersion in oil) in N-methylpyrrolidinone (20 mL). The adduct was deprotected with HCl (4M in dioxane) to afford the titled adduct (0.241 g) as a white solid. The reactants are C(C=C)OC1=C(C=O)C=C(C=C1)Cl (2-allyloxy-5-chloro-benzaldehyde), CC(C)(C)S(=O)N (2-methyl-2-propanesulfinamide). The reagents and catalysts are [O-]CC.[Ti+4].[O-]CC.[O-]CC.[O-]CC (titanium (IV) ethoxide). The solvent is C1CCOC1 (THF), O (water), C(Cl)Cl (DCM). Conditions: time 18 hour. The product is C(C=C)OC1=C(C=C(C=C1)Cl)C=NS(=O)C(C)(C)C ((±)-2-methyl-propane-2-sulfinic acid 1-(2-allyloxy-5-chloro-phenyl)-methylideneamide). Reaction SMILES: [CH2:1]([O:4][C:5]1[CH:12]=[CH:11][C:10]([Cl:13])=[CH:9][C:6]=1[CH:7]=O)[CH:2]=[CH2:3].[CH3:14][C:15]([S:18]([NH2:20])=[O:19])([CH3:17])[CH3:16]>C1COCC1.O.C(Cl)Cl.[O-]CC.[Ti+4].[O-]CC.[O-]CC.[O-]CC>[CH2:1]([O:4][C:5]1[CH:12]=[CH:11][C:10]([Cl:13])=[CH:9][C:6]=1[CH:7]=[N:20][S:18]([C:15]([CH3:17])([CH3:16])[CH3:14])=[O:19])[CH:2]=[CH2:3] |f:5.6.7.8.9|. Procedure details: To a mixture of 2-allyloxy-5-chloro-benzaldehyde (8.55 g, 43.48 mmol, 1.0 eq.) and 2-methyl-2-propanesulfinamide (6.86 g, 56.64 mmol, 1.3 eq.) in THF (200 mL), titanium (IV) ethoxide (52.3 mL, 49.84 mmol, 1.1 eq.) was added dropwise. The reaction mixture was stirred at r.t. for 18 hours. The reaction mixture was diluted with water (1000 mL) and DCM (300 mL).The reaction mixture was filtered. The layers were separated. The aq. phase was extracted with DCM (2×200 mL). The comb. org. phases were wa...